This data is from the Open Reaction Database (ORD), a public repository of structured organic reaction records. The task is: describe an organic reaction: reactants, conditions, products, and yield Reactants: CN(C)c1ccncc1, CCOC(=O)C(Cl)(Cl)Cl, O=C1NCCO1. Yields the product CCOC(=O)N1CCOC1=O. RXN SMILES: [CH3:16][N:17]([CH3:18])[c:19]1[cH:20][cH:21][n:22][cH:23][cH:24]1.[Cl:7][C:8]([C:9](=[O:10])[O:11][CH2:12][CH3:13])([Cl:14])[Cl:15].[O:1]1[C:2](=[O:6])[NH:3][CH2:4][CH2:5]1>>[O:1]1[C:2](=[O:6])[N:3]([C:9](=[O:10])[O:11][CH2:12][CH3:13])[CH2:4][CH2:5]1. Reactants: C(C)(C)O (isopropanol), C(C)OC(CC(=O)C=CC)=O (ethylideneacetoacetic acid ethyl ester), C(C)OC(CC(N)=N)=O (amidinoacetic acid ethyl ester). Solvent: C(C)O (ethanol). Yields the product C(C)OC(=O)C1=C(NC(=C(C1C)C(=O)OCC)C)N (2-amino-4,6-dimethyl-1,4-dihydropyridine-3,5-dicarboxylic acid diethyl ester). Yield: 59.0%. As a reaction SMILES: [CH2:1]([O:3][C:4](=[O:11])[CH2:5][C:6]([CH:8]=CC)=O)[CH3:2].[CH2:12]([O:14][C:15](=[O:20])[CH2:16][C:17](=[NH:19])[NH2:18])[CH3:13].[CH:21](O)(C)[CH3:22]>C(O)C>[CH2:12]([O:14][C:15]([C:16]1[CH:6]([CH3:8])[C:5]([C:4]([O:3][CH2:1][CH3:2])=[O:11])=[C:21]([CH3:22])[NH:19][C:17]=1[NH2:18])=[O:20])[CH3:13]. Reported procedure: Upon heating a solution of 15.6 g of ethylideneacetoacetic acid ethyl ester and 13.0 g of amidinoacetic acid ethyl ester in 100 ml of ethanol for 2 hours, 2-amino-4,6-dimethyl-1,4-dihydropyridine-3,5-dicarboxylic acid diethyl ester of melting point 140°C (isopropanol) is obtained. Reactants: [OH-].[Na+] (sodium hydroxide), C(C)(C)(C)C=1C=C(C(=C(C(=O)OC)C1)OC)NC(=O)C=1N(C2=C(C=CC=C2C1)CN1CCN(CC1)C(=O)C1N(CCC1)C)C (methyl 5-tert-butyl-2-methoxy-3-({1-methyl-7-[4-(1-methyl-pyrrolidine-2-carbonyl)-piperazin-1-ylmethyl]-1H-indole-2-carbonyl}-amino)-benzoate), [OH-].[Na+] (sodium hydroxide). Run in O1CCCC1 (tetrahydrofuran). Yields the product C(C)(C)(C)C=1C=C(C(=C(C(=O)O)C1)OC)NC(=O)C=1N(C2=C(C=CC=C2C1)CN1CCN(CC1)C(=O)C1N(CCC1)C)C (5-tert-butyl-2-methoxy-3-({1-methyl-7-[4-(1-methyl-pyrrolidine-2-carbonyl)-piperazin-1-ylmethyl]-1H-indole-2-carbonyl}-amino)-benzoic acid). Reaction SMILES: [C:1]([C:5]1[CH:6]=[C:7]([NH:17][C:18]([C:20]2[N:21]([CH3:44])[C:22]3[C:27]([CH:28]=2)=[CH:26][CH:25]=[CH:24][C:23]=3[CH2:29][N:30]2[CH2:35][CH2:34][N:33]([C:36]([CH:38]3[CH2:42][CH2:41][CH2:40][N:39]3[CH3:43])=[O:37])[CH2:32][CH2:31]2)=[O:19])[C:8]([O:15][CH3:16])=[C:9]([CH:14]=1)[C:10]([O:12]C)=[O:11])([CH3:4])([CH3:3])[CH3:2].[OH-].[Na+]>O1CCCC1>[C:1]([C:5]1[CH:6]=[C:7]([NH:17][C:18]([C:20]2[N:21]([CH3:44])[C:22]3[C:27]([CH:28]=2)=[CH:26][CH:25]=[CH:24][C:23]=3[CH2:29][N:30]2[CH2:31][CH2:32][N:33]([C:36]([CH:38]3[CH2:42][CH2:41][CH2:40][N:39]3[CH3:43])=[O:37])[CH2:34][CH2:35]2)=[O:19])[C:8]([O:15][CH3:16])=[C:9]([CH:14]=1)[C:10]([OH:12])=[O:11])([CH3:4])([CH3:2])[CH3:3] |f:1.2|. Reported procedure: 1.29 g methyl 5-tert-butyl-2-methoxy-3-({1-methyl-7-[4-(1-methyl-pyrrolidine-2-carbonyl)-piperazin-1-ylmethyl]-1H-indole-2-carbonyl}-amino)-benzoate are dissolved in 25 ml of tetrahydrofuran, combined with 4 ml of 4 N sodium hydroxide solution and heated for 2 hours to 40° C. Then the mixture is heated for 12 hours to 60° C., then a further 2 ml of 4 N sodium hydroxide solution are added and the mixture is heated for a further 12 hours to 60° C. It is then evaporated down in vacuo, the residue i... The yield is 109.7%. Reaction SMILES: O.[OH-].[Li+].OO.C([C@@H]1COC(=O)N1[C:19]([C@H:21]1[C@H:25]([CH3:26])[C:24](=[O:27])[N:23]([CH2:28][C:29]2[CH:34]=[CH:33][C:32]([O:35][CH3:36])=[CH:31][C:30]=2[O:37][CH3:38])[CH2:22]1)=[O:20])C1C=CC=CC=1.S([O-])(O)=[O:40].[Na+]>O.O1CCCC1>[CH3:38][O:37][C:30]1[CH:31]=[C:32]([O:35][CH3:36])[CH:33]=[CH:34][C:29]=1[CH2:28][N:23]1[C:24](=[O:27])[C@@H:25]([CH3:26])[C@H:21]([C:19]([OH:20])=[O:40])[CH2:22]1 |f:0.1.2,5.6|. Reaction conditions: time 10 minute. The reactants are O.[OH-].[Li+] (lithium hydroxide monohydrate), OO (hydrogen peroxide), C(C1=CC=CC=C1)[C@H]1N(C(OC1)=O)C(=O)[C@@H]1CN(C([C@H]1C)=O)CC1=C(C=C(C=C1)OC)OC ((R)-4-benzyl-3-[(trans)-1-(2,4-dimethoxybenzyl)-4-methyl-5-oxopyrrolidine-3-carbonyl]-2-oxazolidinone), S(=O)(O)[O-].[Na+] (sodium hydrogen sulfite). The product is crude product, COC1=C(CN2C[C@H]([C@@H](C2=O)C)C(=O)O)C=CC(=C1)OC ((trans)-1-(2,4-dimethoxybenzyl)-4-methyl-5-oxopyrrolidine-3-carboxylic acid). Reported procedure: To a solution of lithium hydroxide monohydrate (1.26 g) in water (30 ml) was added dropwise 30 wt % aqueous solution of hydrogen peroxide (7.0 ml) under ice-cooling, and the mixture was stirred for 10 minutes. To this reaction solution was added tetrahydrofuran 30 ml, and then a solution of the low-polarity component of (R)-4-benzyl-3-[(trans)-1-(2,4-dimethoxybenzyl)-4-methyl-5-oxopyrrolidine-3-carbonyl]-2-oxazolidinone (11.4 g) in tetrahydrofuran (90 ml) was added dropwise thereto, and then the... Run in O (water), O1CCCC1 (tetrahydrofuran), O1CCCC1 (tetrahydrofuran), O (water). Reactants: C(CCC)[Li] (n-butyllithium), NC1=C(CO)C=CC=C1Cl (2-amino-3-chlorobenzyl alcohol), CI (methyl iodide). Run in CCCCCC (hexane), C1CCOC1 (THF). Product: ClC1=C(N)C(=CC=C1)COC (2-chloro-6-methoxymethylaniline). The yield is 25.2%. As a reaction SMILES: [NH2:1][C:2]1[C:9]([Cl:10])=[CH:8][CH:7]=[CH:6][C:3]=1[CH2:4][OH:5].[CH2:11]([Li])CCC.CI>C1COCC1.CCCCCC>[Cl:10][C:9]1[CH:8]=[CH:7][CH:6]=[C:3]([CH2:4][O:5][CH3:11])[C:2]=1[NH2:1]. Procedure: A solution of 4.00 g (25.4 mmol) of 2-amino-3-chlorobenzyl alcohol in 30 ml of dry THF was cooled to -78° C., treated with 16.7 ml (26.7 mmol) of 1.60M n-butyllithium in hexane, warmed to 0°-5° C., treated with 3.61 g (25.4 mmol) of methyl iodide and heated at reflux for 5.5 hours. The solvent was removed by evaporation at reduced pressure. The residue was partitioned between 175 ml of ether and water, and the organic phase was separated and dried (MgSO4). The solvent was removed by evaporation ... The reactants are NC=1C(N(C(N(C1N)CCCC)=O)CC1=C(C=CC=C1)F)=O (5,6-diamino-1-butyl-3-(2-fluoro-benzyl)-1H-pyrimidine-2,4-dione), N1=CC(=CC=C1)NS(=O)(=O)C1=CC=C(C=C1)CC(=O)O ([4-(pyridin-3-ylsulfamoyl)-phenyl]-acetic acid). Yields the product C(CCC)N1C(N(C(C=2NC(=NC12)CC1=CC=C(C=C1)S(=O)(=O)NC=1C=NC=CC1)=O)CC1=C(C=CC=C1)F)=O (4-[3-Butyl-1-(2-fluoro-benzyl)-2,6-dioxo-2,3,6,7-tetrahydro-1H-purin-8-ylmethyl]-N-pyridin-3-yl-benzenesulfonamide). RXN SMILES: [NH2:1][C:2]1[C:3](=[O:22])[N:4]([CH2:14][C:15]2[CH:20]=[CH:19][CH:18]=[CH:17][C:16]=2[F:21])[C:5](=[O:13])[N:6]([CH2:9][CH2:10][CH2:11][CH3:12])[C:7]=1[NH2:8].[N:23]1[CH:28]=[CH:27][CH:26]=[C:25]([NH:29][S:30]([C:33]2[CH:38]=[CH:37][C:36]([CH2:39][C:40](O)=O)=[CH:35][CH:34]=2)(=[O:32])=[O:31])[CH:24]=1>>[CH2:9]([N:6]1[C:7]2[N:8]=[C:40]([CH2:39][C:36]3[CH:35]=[CH:34][C:33]([S:30]([NH:29][C:25]4[CH:24]=[N:23][CH:28]=[CH:27][CH:26]=4)(=[O:31])=[O:32])=[CH:38][CH:37]=3)[NH:1][C:2]=2[C:3](=[O:22])[N:4]([CH2:14][C:15]2[CH:20]=[CH:19][CH:18]=[CH:17][C:16]=2[F:21])[C:5]1=[O:13])[CH2:10][CH2:11][CH3:12]. Procedure details: Prepared from 5,6-diamino-1-butyl-3-(2-fluoro-benzyl)-1H-pyrimidine-2,4-dione (30.6 mg, 0.1 mmol) and [4-(pyridin-3-ylsulfamoyl)-phenyl]-acetic acid. 4-[3-Butyl-1-(2-fluoro-benzyl)-2,6-dioxo-2,3,6,7-tetrahydro-1H-purin-8-ylmethyl]-N-pyridin-3-yl-benzenesulfonamide was obtained as a colorless solid; 1H NMR (DMSO-d6, 300 MHz) δH 13.50 (s, 1H), 10.54 (s, 1H), 8.23 (d, J=14.3 Hz, 2H), 7.71 (d, J=8.1 Hz, 2H), 7.55–7.40 (m, 3H), 7.35–6.95 (m, 5H), 5.08 (s, 2H), 4.13 (s, 2H), 3.92 (t, J=7.3 Hz, 2H), 1.... The reactants are COC1(C(C2=CC=C(C=C2C1=O)C1=CSC=C1C=1C=C2C(C(C(C2=CC1)=O)(OC)OC)=O)=O)OC (3,4-bis(2,2-dimethoxy-1,3-dioxoindan-5-yl)thiophene), C(C)(=O)O (acetic acid), Br (hydrobromic acid). The solvent is O (water), O (water). Run at temperature 110 celsius. Product: OC1(C(C2=CC=C(C=C2C1=O)C1=CSC=C1C=1C=C2C(C(C(C2=CC1)=O)(O)O)=O)=O)O (3,4-bis(2,2-dihydroxy-1,3-dioxoindan-5-yl)thiophene). The yield is 43.2%. RXN SMILES: C[O:2][C:3]1([O:34]C)[C:11](=[O:12])[C:10]2[C:5](=[CH:6][CH:7]=[C:8]([C:13]3[C:17]([C:18]4[CH:19]=[C:20]5[C:24](=[CH:25][CH:26]=4)[C:23](=[O:27])[C:22]([O:30]C)([O:28]C)[C:21]5=[O:32])=[CH:16][S:15][CH:14]=3)[CH:9]=2)[C:4]1=[O:33].C(O)(=O)C.Br>O>[OH:30][C:22]1([OH:28])[C:21](=[O:32])[C:20]2[C:24](=[CH:25][CH:26]=[C:18]([C:17]3[C:13]([C:8]4[CH:9]=[C:10]5[C:5](=[CH:6][CH:7]=4)[C:4](=[O:33])[C:3]([OH:34])([OH:2])[C:11]5=[O:12])=[CH:14][S:15][CH:16]=3)[CH:19]=2)[C:23]1=[O:27]. Procedure: 3,4-bis(2,2-dimethoxy-1,3-dioxoindan-5-yl)thiophene (36) (178 mg, 0.361 mmol) was suspended in a solvent mixture of 2 ml of acetic acid and 2 ml of water, and the suspension was mixed with 2 ml of 47% hydrobromic acid. The mixture was refluxed at 110° C. for 1.5 hours. After it was cooled to room temperature, the reaction solution was diluted with water and then left all day and night to obtain a solid. The solid was filtered, washed with water, and dried, to obtain 68 mg (43%) of 3,4-bis(2,2-di... Reactants: 30g, NC1=CC=C(C=C1)C1=NC2CCN(CC2C2=C1C=C(C(=C2)OC)OC)C (6-(4-aminophenyl)-8,9-dimethoxy-2-methyl-1,2,3,4,4a,10b-hexahydro-benzo[c][1,6]naphthyridine), C1(=CC=CC=C1)CC(=O)Cl (phenylacetic acid chloride), Cl (hydrochloric acid), crude product. Run in C(C)O (ethanol), C(C)#N (acetonitrile). The product is COC=1C(=CC2=C(C(=N[C@H]3CCN(C[C@@H]23)C)C2=CC=C(C=C2)NC(CC2=CC=CC=C2)=O)C1)OC (Cis-8,9-dimethoxy-2-methyl-6-(4-phenylacetamidophenyl)-1,2,3,4,4a,10b-hexahydro-benzo[c][1,6]naphthyridine). Reaction SMILES: [NH2:1][C:2]1[CH:7]=[CH:6][C:5]([C:8]2[C:17]3[CH:18]=[C:19]([O:24][CH3:25])[C:20]([O:22][CH3:23])=[CH:21][C:16]=3[CH:15]3[CH:10]([CH2:11][CH2:12][N:13]([CH3:26])[CH2:14]3)[N:9]=2)=[CH:4][CH:3]=1.[C:27]1([CH2:33][C:34](Cl)=[O:35])[CH:32]=[CH:31][CH:30]=[CH:29][CH:28]=1.Cl>C(#N)C.C(O)C>[CH3:25][O:24][C:19]1[C:20]([O:22][CH3:23])=[CH:21][C:16]2[C@H:15]3[C@H:10]([CH2:11][CH2:12][N:13]([CH3:26])[CH2:14]3)[N:9]=[C:8]([C:5]3[CH:6]=[CH:7][C:2]([NH:1][C:34](=[O:35])[CH2:33][C:27]4[CH:32]=[CH:31][CH:30]=[CH:29][CH:28]=4)=[CH:3][CH:4]=3)[C:17]=2[CH:18]=1. Procedure: 30g of 6-(4-aminophenyl)-8,9-dimethoxy-2-methyl-1,2,3,4,4a,10b-hexahydro-benzo[c][1,6]naphthyridine and 6,0 g of phenylacetic acid chloride are heated to the boil under reflux in 70 ml of acetonitrile for 7 hours. After working up in a manner analogous to that described in Example 31, and upon adding dilute hydrochloric acid in ethanol to the crude product, the dihydrochloride form of the title compound slowly crystallizes (melting point 240°-245°). The reactants are CCc1ccc(B(O)O)cc1, COc1cc(-n2cnc(Cl)cc2=O)ccc1OCC(C)(C)O, ClCCl, CN(C)C=O. Yields the product CCc1ccc(-c2cc(=O)n(-c3ccc(OCC(C)(C)O)c(OC)c3)cn2)cc1. RXN SMILES: [CH2:23]([CH3:24])[c:25]1[cH:26][cH:27][c:28]([B:31]([OH:32])[OH:33])[cH:29][cH:30]1.[Cl:1][c:2]1[cH:3][c:4](=[O:22])[n:5](-[c:8]2[cH:9][c:10]([O:20][CH3:21])[c:11]([O:14][CH2:15][C:16]([CH3:17])([CH3:18])[OH:19])[cH:12][cH:13]2)[cH:6][n:7]1.[Cl:39][CH2:40][Cl:41].[O:34]=[CH:35][N:36]([CH3:37])[CH3:38]>>[c:2]1(-[c:28]2[cH:27][cH:26][c:25]([CH2:23][CH3:24])[cH:30][cH:29]2)[cH:3][c:4](=[O:22])[n:5](-[c:8]2[cH:9][c:10]([O:20][CH3:21])[c:11]([O:14][CH2:15][C:16]([CH3:17])([CH3:18])[OH:19])[cH:12][cH:13]2)[cH:6][n:7]1. The reactants are CC(=O)c1cccc(N=P(c2ccccc2)(c2ccccc2)c2ccccc2)c1, CI, c1ccccc1. Product: CC(=O)c1cccc(N(C)[P+](c2ccccc2)(c2ccccc2)c2ccccc2)c1, [I-]. As a reaction SMILES: [C:1]([CH3:2])(=[O:3])[c:4]1[cH:5][c:6]([N:10]=[P:11]([c:12]2[cH:13][cH:14][cH:15][cH:16][cH:17]2)([c:18]2[cH:19][cH:20][cH:21][cH:22][cH:23]2)[c:24]2[cH:25][cH:26][cH:27][cH:28][cH:29]2)[cH:7][cH:8][cH:9]1.[CH3:30][I:31].[cH:32]1[cH:33][cH:34][cH:35][cH:36][cH:37]1>>[C:1]([CH3:2])(=[O:3])[c:4]1[cH:5][c:6]([N:10]([P+:11]([c:12]2[cH:13][cH:14][cH:15][cH:16][cH:17]2)([c:18]2[cH:19][cH:20][cH:21][cH:22][cH:23]2)[c:24]2[cH:25][cH:26][cH:27][cH:28][cH:29]2)[CH3:30])[cH:7][cH:8][cH:9]1.[I-:31].